From a dataset of the Open Reaction Database (ORD), a public repository of structured organic reaction records. describe an organic reaction: reactants, conditions, products, and yield The reactants are C1(=CC=CC=C1)S(=O)(=O)N[C@H](C(=O)OC)CNC(=O)OC(C)(C)C (Methyl 2(S)-Phenylsulfonylamino-3-(t-butyloxycarbonylamino)propionate), Cl (HCl). The solvent is CCOC(=O)C (EtOAc). Conditions: temperature 0 celsius. Yields the product C1(=CC=CC=C1)S(=O)(=O)N[C@H](C(=O)OC)CN (Methyl 2(S)-Phenylsulfonylamino-3-aminopropionate). RXN SMILES: [C:1]1([S:7]([NH:10][C@@H:11]([CH2:16][NH:17]C(OC(C)(C)C)=O)[C:12]([O:14][CH3:15])=[O:13])(=[O:9])=[O:8])[CH:6]=[CH:5][CH:4]=[CH:3][CH:2]=1.Cl>CCOC(C)=O>[C:1]1([S:7]([NH:10][C@@H:11]([CH2:16][NH2:17])[C:12]([O:14][CH3:15])=[O:13])(=[O:8])=[O:9])[CH:2]=[CH:3][CH:4]=[CH:5][CH:6]=1. Reported procedure: A solution of 23-8 (0.35 g, 0.98 mmol) in EtOAc (5 mL) was cooled to -40° C. and saturated with HCl gas. The solution was warmed to 0° C. for 2 h, then concentrated to give 23-9 as a white solid.